From a dataset of the Open Reaction Database (ORD), a public repository of structured organic reaction records. describe an organic reaction: reactants, conditions, products, and yield Starting materials: CC(C)=O, O=[N+]([O-])c1ccccc1-c1nnc(-c2ccc(C3OCCO3)cc2)o1, O=S(=O)(O)O. Product: O=Cc1ccc(-c2nnc(-c3ccccc3[N+](=O)[O-])o2)cc1. As a reaction SMILES: [CH3:31][C:32](=[O:33])[CH3:34].[O:1]1[CH:2]([c:6]2[cH:7][cH:8][c:9](-[c:12]3[o:13][c:14](-[c:17]4[c:18]([N+:23](=[O:24])[O-:25])[cH:19][cH:20][cH:21][cH:22]4)[n:15][n:16]3)[cH:10][cH:11]2)[O:5][CH2:4][CH2:3]1.[S:26](=[O:27])(=[O:28])([OH:29])[OH:30]>>[O:1]=[CH:2][c:6]1[cH:7][cH:8][c:9](-[c:12]2[o:13][c:14](-[c:17]3[c:18]([N+:23](=[O:24])[O-:25])[cH:19][cH:20][cH:21][cH:22]3)[n:15][n:16]2)[cH:10][cH:11]1. The reactants are FC1=C2C(N(C(C2=C(C=C1)F)CCC(=O)NC1=NC=C(C=C1)C(F)(F)F)CC1=CC=C(C=C1)F)=O (3-[4,7-Difluoro-2-(4-fluoro-benzyl)-3-oxo-2,3-dihydro-1H-isoindol-1-yl]-N-(5-trifluoromethyl-pyridin-2-yl)-propionamide), C(C)OC(CC=1N=C(SC1)N)=O ((2-amino-4-thiazolyl)acetic acid ethyl ester). Yields the product C(C)OC(CC=1N=C(SC1)NC(CCC1N(C(C2=C(C=CC(=C12)F)F)=O)CC1=CC=C(C=C1)F)=O)=O ((2-{3-[4,7-Difluoro-2-(4-fluoro-benzyl)-3-oxo-2,3-dihydro-1H-isoindol-1-yl]-propionylamino}-thiazol-4-yl)-acetic acid ethyl ester). As a reaction SMILES: [F:1][C:2]1[CH:10]=[CH:9][C:8]([F:11])=[C:7]2[C:3]=1[C:4](=[O:35])[N:5]([CH2:27][C:28]1[CH:33]=[CH:32][C:31]([F:34])=[CH:30][CH:29]=1)[CH:6]2[CH2:12][CH2:13][C:14](NC1C=CC(C(F)(F)F)=CN=1)=[O:15].[CH2:36]([O:38][C:39](=[O:47])[CH2:40][C:41]1[N:42]=[C:43]([NH2:46])[S:44][CH:45]=1)[CH3:37]>>[CH2:36]([O:38][C:39](=[O:47])[CH2:40][C:41]1[N:42]=[C:43]([NH:46][C:14](=[O:15])[CH2:13][CH2:12][CH:6]2[C:7]3[C:3](=[C:2]([F:1])[CH:10]=[CH:9][C:8]=3[F:11])[C:4](=[O:35])[N:5]2[CH2:27][C:28]2[CH:29]=[CH:30][C:31]([F:34])=[CH:32][CH:33]=2)[S:44][CH:45]=1)[CH3:37]. Procedure: The product from Example 18, Part A (100 mg, 0.29 mmol) and (2-amino-4-thiazolyl)acetic acid ethyl ester was converted to the title compound in a manner analogous to the method described in Example 7, Part E without crystallization (70 mg, 47%). Reactants: [Al+3], COc1ccc(C(O)CC#N)cc1OC, [H-], [H-], [H-], [H-], [Li+], C1CCOC1, O. Yields the product COc1ccc(C(O)CCN)cc1OC. As a reaction SMILES: [Al+3:17].[CH3:1][O:2][c:3]1[cH:4][c:5]([CH:11]([CH2:12][C:13]#[N:14])[OH:15])[cH:6][cH:7][c:8]1[O:9][CH3:10].[H-:16].[H-:19].[H-:20].[H-:21].[Li+:18].[O:23]1[CH2:24][CH2:25][CH2:26][CH2:27]1.[OH2:22]>>[CH3:1][O:2][c:3]1[cH:4][c:5]([CH:11]([CH2:12][CH2:13][NH2:14])[OH:15])[cH:6][cH:7][c:8]1[O:9][CH3:10]. Reactants: CC(C)(C)OC(=O)NCCCCN, Cc1onc(-c2c(F)cccc2Cl)c1C(=O)Cl. The product is Cc1onc(-c2c(F)cccc2Cl)c1C(=O)NCCCCNC(=O)OC(C)(C)C. RXN SMILES: [C:1]([CH3:2])([CH3:3])([CH3:4])[O:5][C:6](=[O:7])[NH:8][CH2:9][CH2:10][CH2:11][CH2:12][NH2:13].[Cl:14][c:15]1[c:16](-[c:22]2[n:23][o:24][c:25]([CH3:30])[c:26]2[C:27](=[O:28])[Cl:29])[c:17]([F:21])[cH:18][cH:19][cH:20]1>>[C:1]([CH3:2])([CH3:3])([CH3:4])[O:5][C:6](=[O:7])[NH:8][CH2:9][CH2:10][CH2:11][CH2:12][NH:13][C:27]([c:26]1[c:22](-[c:16]2[c:15]([Cl:14])[cH:20][cH:19][cH:18][c:17]2[F:21])[n:23][o:24][c:25]1[CH3:30])=[O:28]. Run in O1CCOCC1 (dioxane), [OH-].[Na+] (sodium hydroxide), [OH-].[Na+] (sodium hydroxide). The product is FC(C(CC(=O)O)NC(C)=O)F (3-difluoromethyl-3-(1-oxo-ethylamino) propionic acid). As a reaction SMILES: [F:1][CH:2]([F:9])[CH:3]([CH2:5][C:6]([OH:8])=[O:7])[NH2:4].[C:10](Cl)(=[O:12])[CH3:11].Cl>[OH-].[Na+].O1CCOCC1>[F:1][CH:2]([F:9])[CH:3]([NH:4][C:10](=[O:12])[CH3:11])[CH2:5][C:6]([OH:8])=[O:7] |f:3.4|. Procedure: To a solution of 2 mmole of beta-difluoromethyl beta-alanine in 5 ml of 1 N sodium hydroxide at 0° C. are added simultaneously from two syringes 160 mg of acetyl chloride diluted in 1 ml of dioxane and 2 ml of 1 N sodium hydroxide. After 30 minutes at 0° C. the solution is acidified by the addition of 6 N hydrochloric acid, then extracted well with dichloromethane. The organic phase is dried and concentrated to afford 3-difluoromethyl-3-(1-oxo-ethylamino) propionic acid. Reactants: FC(C(N)CC(=O)O)F (beta-difluoromethyl beta-alanine), C(C)(=O)Cl (acetyl chloride), Cl (hydrochloric acid). Starting materials: CN1CCCCC(NC(=O)OC(C)(C)C)C1=O, Cl, C1COCCO1. Yields the product CN1CCCCC(N)C1=O. As a reaction SMILES: [CH3:1][N:2]1[C:3](=[O:17])[CH:4]([NH:9][C:10](=[O:11])[O:12][C:13]([CH3:14])([CH3:15])[CH3:16])[CH2:5][CH2:6][CH2:7][CH2:8]1.[ClH:18].[O:19]1[CH2:20][CH2:21][O:22][CH2:23][CH2:24]1>>[CH3:1][N:2]1[C:3](=[O:17])[CH:4]([NH2:9])[CH2:5][CH2:6][CH2:7][CH2:8]1. Starting materials: O.O.[Sn](Cl)Cl (tin (II) chloride dihydrate), C(C)OC1=C(C#N)C=CC(=C1)[N+](=O)[O-] (2-ethoxy-4-nitro-benzonitrile), C(O)([O-])=O.[Na+] (sodium hydrogen carbonate). Run in C(C)O (ethanol). Reaction conditions: temperature 70 celsius, time 8 hour. The product is NC1=CC(=C(C#N)C=C1)OCC (4-Amino-2-ethoxy-benzonitrile). As a reaction SMILES: [CH2:1]([O:3][C:4]1[CH:11]=[C:10]([N+:12]([O-])=O)[CH:9]=[CH:8][C:5]=1[C:6]#[N:7])[CH3:2].O.O.[Sn](Cl)Cl.C(=O)([O-])O.[Na+]>C(O)C>[NH2:12][C:10]1[CH:9]=[CH:8][C:5]([C:6]#[N:7])=[C:4]([O:3][CH2:1][CH3:2])[CH:11]=1 |f:1.2.3,4.5|. Procedure: To a suspension of 2-ethoxy-4-nitro-benzonitrile (0.49 g, 2.54 mmol) in ethanol (50 ml) is added tin (II) chloride dihydrate (2.87 g, 12.7 mmol) and the suspension is stirred at 70° C. for 2 hours and at room temperature overnight. The reaction mixture is poured onto ice-water and the pH of the solution is adjusted to pH 7-8 by addition of sodium hydrogen carbonate solution (5% solution in water). The aqueous emulsion is filtered under vacuum and the product is extracted with ethyl acetate (2×15...